Dataset: the Open Reaction Database (ORD), a public repository of structured organic reaction records. Task: describe an organic reaction: reactants, conditions, products, and yield Reactants: COC(=O)C1(CC1)SC1=C(C=C(C(=C1)N=C=S)F)Cl (1-(2-chloro-4-fluoro-5-isothiocyanato-phenylthio)-cyclopropanecarboxylic acid methyl ester), N1NCCCC1 (hexahydropyridazine). The solvent is C(C)O (ethanol), C(C)O (ethanol). The product is COC(=O)C1(CC1)SC1=C(C=C(C(=C1)NC(=S)N1NCCCC1)F)Cl (1-[2-chloro-4-fluoro-5-(1-hexahydropyridazinyl-thiocarbonylamino)-phenylthio]-cyclopropanecarboxylic acid methyl ester). Isolated yield 98.7%. As a reaction SMILES: [CH3:1][O:2][C:3]([C:5]1([S:8][C:9]2[CH:14]=[C:13]([N:15]=[C:16]=[S:17])[C:12]([F:18])=[CH:11][C:10]=2[Cl:19])[CH2:7][CH2:6]1)=[O:4].[NH:20]1[CH2:25][CH2:24][CH2:23][CH2:22][NH:21]1>C(O)C>[CH3:1][O:2][C:3]([C:5]1([S:8][C:9]2[CH:14]=[C:13]([NH:15][C:16]([N:20]3[CH2:25][CH2:24][CH2:23][CH2:22][NH:21]3)=[S:17])[C:12]([F:18])=[CH:11][C:10]=2[Cl:19])[CH2:6][CH2:7]1)=[O:4]. Reported procedure: While stirring at room temperature, a solution of 6.3 g of 1-(2-chloro-4-fluoro-5-isothiocyanato-phenylthio)-cyclopropanecarboxylic acid methyl ester in 30 ml of ethanol is added dropwise to a solution of 2.2 g of hexahydropyridazine in 30 ml of ethanol. After stirring for 30 minutes at room temperature, the reaction mixture is concentrated by evaporation in vacuo, yielding 7.9 g of 1-[2-chloro-4-fluoro-5-(1-hexahydropyridazinyl-thiocarbonylamino)-phenylthio]-cyclopropanecarboxylic acid methyl e... Reactants: CCOC(=O)CC=P(c1ccccc1)(c1ccccc1)c1ccccc1, CCNc1nc(Nc2ccccc2)ncc1C=O, C1CCOC1. The product is CCNc1nc(Nc2ccccc2)ncc1C(C)=CC(=O)OCC. RXN SMILES: [C:19](=[O:20])([O:21][CH2:22][CH3:23])[CH2:24][CH:25]=[P:26]([c:27]1[cH:28][cH:29][cH:30][cH:31][cH:32]1)([c:33]1[cH:34][cH:35][cH:36][cH:37][cH:38]1)[c:39]1[cH:40][cH:41][cH:42][cH:43][cH:44]1.[CH2:1]([CH3:2])[NH:3][c:4]1[n:5][c:6]([NH:12][c:13]2[cH:14][cH:15][cH:16][cH:17][cH:18]2)[n:7][cH:8][c:9]1[CH:10]=[O:11].[O:45]1[CH2:46][CH2:49][CH2:48][CH2:47]1>>[CH2:1]([CH3:2])[NH:3][c:4]1[n:5][c:6]([NH:12][c:13]2[cH:14][cH:15][cH:16][cH:17][cH:18]2)[n:7][cH:8][c:9]1[C:10](=[CH:24][C:19](=[O:20])[O:21][CH2:22][CH3:23])[CH3:46]. Run at time 4 hour. RXN SMILES: [CH3:1][C:2]1[CH:3]=[C:4]([C:8]([NH:10][CH:11]2[CH:18]3[CH:14]([N:15](C(OC(C)(C)C)=O)[CH2:16][CH2:17]3)[CH2:13][CH2:12]2)=[O:9])[CH:5]=[N:6][CH:7]=1.[F:26][C:27]([F:32])([F:31])[C:28]([OH:30])=[O:29]>ClCCl>[CH3:1][C:2]1[CH:7]=[N:6][CH:5]=[C:4]([CH:3]=1)[C:8]([NH:10][CH:11]1[CH:18]2[CH:14]([NH:15][CH2:16][CH2:17]2)[CH2:13][CH2:12]1)=[O:9].[C:28]([OH:30])([C:27]([F:32])([F:31])[F:26])=[O:29]. Procedure: A 50 mL round bottom flask was charged with a magnetic stirbar, Compound 12 (1.5 g, 6.11 mmol) and dichloromethane (25 mL). Trifluoroacetic acid (2.1 g, 18.3 mmol) was added and the reaction mixture was allowed to stir at room temperature for 4 hours. Solvent and volatiles were removed in vacuo overnight to yield Compound 13 as its TFA salt. Starting materials: CC=1C=C(C=NC1)C(=O)NC1CCC2N(CCC21)C(=O)OC(C)(C)C (tert-Butyl 4-{[(5-methylpyridin-3yl)carbonyl]amino}hexahydrocyclopenta[b]pyrrole-1(2H)-carboxylate), FC(C(=O)O)(F)F (Trifluoroacetic acid). Run in ClCCl (dichloromethane). The product is CC=1C=NC=C(C(=O)NC2CCC3NCCC32)C1 (5-Methyl-N-(octahydrocyclopenta[b]pyrrol-4-yl)nicotinamide), C(=O)(C(F)(F)F)O (TFA). Reactants: CC(=O)c1c[nH]c(C=O)c1, C1CCOC1, C1CCNCC1, CC(C)O, O=C1Cc2c(ccc(F)c2I)N1. Yields the product CC(=O)c1c[nH]c(C=C2C(=O)Nc3ccc(F)c(I)c32)c1. Reaction SMILES: [C:13]([CH3:14])(=[O:15])[c:16]1[cH:17][c:18]([CH:21]=[O:22])[nH:19][cH:20]1.[CH2:23]1[O:24][CH2:25][CH2:26][CH2:27]1.[CH2:28]1[CH2:29][CH2:30][NH:31][CH2:32][CH2:33]1.[CH3:34][CH:35]([OH:36])[CH3:37].[F:1][c:2]1[c:3]([I:12])[c:4]2[c:8]([cH:9][cH:10]1)[NH:7][C:6](=[O:11])[CH2:5]2>>[F:1][c:2]1[c:3]([I:12])[c:4]2[c:8]([cH:9][cH:10]1)[NH:7][C:6](=[O:11])[C:5]2=[CH:21][c:18]1[cH:17][c:16]([C:13]([CH3:14])=[O:15])[cH:20][nH:19]1. Starting materials: ClC1=C(C=CC(=C1)Cl)N1N=C(C(=C1C1=CC=C(C=C1)N(C)C)C)C(=O)OCC (Ethyl 1-(2,4-dichlorophenyl)-5-[4-(dimethylamino)phenyl]-4-methyl-1H-pyrazole-3-carboxylate), [OH-].[Li+] (lithium hydroxide), O (water). The solvent is O1CCCC1 (tetrahydrofuran). Yields the product ClC1=C(C=CC(=C1)Cl)N1N=C(C(=C1C1=CC=C(C=C1)N(C)C)C)C(=O)O (1-(2,4-dichlorophenyl)-5-[4-(dimethylamino)phenyl]-4-methyl-1H-pyrazole-3-carboxylic acid). Yield: 39.1%. As a reaction SMILES: [Cl:1][C:2]1[CH:7]=[C:6]([Cl:8])[CH:5]=[CH:4][C:3]=1[N:9]1[C:13]([C:14]2[CH:19]=[CH:18][C:17]([N:20]([CH3:22])[CH3:21])=[CH:16][CH:15]=2)=[C:12]([CH3:23])[C:11]([C:24]([O:26]CC)=[O:25])=[N:10]1.[OH-].[Li+].O>O1CCCC1>[Cl:1][C:2]1[CH:7]=[C:6]([Cl:8])[CH:5]=[CH:4][C:3]=1[N:9]1[C:13]([C:14]2[CH:15]=[CH:16][C:17]([N:20]([CH3:22])[CH3:21])=[CH:18][CH:19]=2)=[C:12]([CH3:23])[C:11]([C:24]([OH:26])=[O:25])=[N:10]1 |f:1.2|. Reported procedure: Ethyl 1-(2,4-dichlorophenyl)-5-[4-(dimethylamino)phenyl]-4-methyl-1H-pyrazole-3-carboxylate (1 eq, 39 mg, 0.072 mmol) and lithium hydroxide (3 eq, 5.2 mg, 0.215 mmol) was heated at 65° C. in tetrahydrofuran (3 mL) and water (3 mL) for 16 h. The reaction was quenched with a small amount of 10% HCl. The reaction was concentrated in vacuo. The crude reaction material was then purified by silica gel column chromatography using 0-10% methanol/dichloromethane with 1% acetic acid to yield 1-(2,4-dichlo...